From a dataset of the Open Reaction Database (ORD), a public repository of structured organic reaction records. describe an organic reaction: reactants, conditions, products, and yield Yields the product COC=1C=C(CNC(=O)N)C=CC1OC ((3,4-Dimethoxybenzyl)urea). Run in O (water). Reactants: 5n, Cl (HCl), C(C1=CC(OC)=C(OC)C=C1)N (veratrylamine), [O-]C#N.[Na+] (sodium cyanate). Reaction SMILES: Cl.[CH2:2]([NH2:13])[C:3]1[CH:12]=[CH:11][C:8]([O:9][CH3:10])=[C:5]([O:6][CH3:7])[CH:4]=1.[O-:14][C:15]#[N:16].[Na+]>O>[CH3:7][O:6][C:5]1[CH:4]=[C:3]([CH:12]=[CH:11][C:8]=1[O:9][CH3:10])[CH2:2][NH:13][C:15]([NH2:16])=[O:14] |f:2.3|. Run at time 8 hour. Procedure: 60 ml of 5n HCl were added at room temperature within 45 min to a solution of 49.5 ml (300 mM) of 90% veratrylamine and 20.40 g (307 mM) of 98% sodium cyanate in 500 ml of water. After stirring overnight the crystals were collected: 52.66 g (83.5%) of urea with a melting point of 172-3° C. (sublimation 157° C.). The product is BrCC=1C(=NN(C1OC1COC1)C)C(F)(F)F (4-bromomethyl-1-methyl-5-(oxetan-3-yloxy)-3-trifluoromethyl-1H-pyrazole). Reaction conditions: time 2 hour. Run in ClCCl (dichloromethane). Procedure details: [1-Methyl-5-(oxetan-3-yloxy)-3-trifluoromethyl-1H-pyrazol-4-yl]-methanol (8.14 g, 32.3 mmol) was dissolved in dichloromethane (100 ml) and triphenyl phosphine (8.96 g, 34.2 mmol) and carbon tetrabromide (10.31 g, 31.05 mmol) were added. The solution was stirred for 2 hours and concentrated to give an orange oil. Purification by chromatography on silica gel (eluent: ethyl acetate/hexane) yielded the product as an orange oil (10.1 g) which was used in the next step without further purification. Isolated yield 103.2%. Reactants: C1(=CC=CC=C1)P(C1=CC=CC=C1)C1=CC=CC=C1 (triphenyl phosphine), C(Br)(Br)(Br)Br (carbon tetrabromide), CN1N=C(C(=C1OC1COC1)CO)C(F)(F)F ([1-Methyl-5-(oxetan-3-yloxy)-3-trifluoromethyl-1H-pyrazol-4-yl]-methanol). Reaction SMILES: [CH3:1][N:2]1[C:6]([O:7][CH:8]2[CH2:11][O:10][CH2:9]2)=[C:5]([CH2:12]O)[C:4]([C:14]([F:17])([F:16])[F:15])=[N:3]1.C1(P(C2C=CC=CC=2)C2C=CC=CC=2)C=CC=CC=1.C(Br)(Br)(Br)[Br:38]>ClCCl>[Br:38][CH2:12][C:5]1[C:4]([C:14]([F:17])([F:16])[F:15])=[N:3][N:2]([CH3:1])[C:6]=1[O:7][CH:8]1[CH2:11][O:10][CH2:9]1. The reactants are NNC(=O)c1ccccc1, CC[SiH](CC)CC, CC(C)=O, CCCCCC, O=C(O)C(F)(F)F. The product is CC(C)NNC(=O)c1ccccc1. Reaction SMILES: [C:1]([c:2]1[cH:3][cH:4][cH:5][cH:6][cH:7]1)(=[O:8])[NH:9][NH2:10].[CH2:22]([SiH:23]([CH2:24][CH3:25])[CH2:26][CH3:27])[CH3:28].[CH3:11][C:12]([CH3:13])=[O:14].[CH3:29][CH2:30][CH2:31][CH2:32][CH2:33][CH3:34].[F:15][C:16]([F:17])([F:18])[C:19]([OH:20])=[O:21]>>[C:1]([c:2]1[cH:3][cH:4][cH:5][cH:6][cH:7]1)(=[O:8])[NH:9][NH:10][CH:12]([CH3:11])[CH3:13]. The yield is 90.0%. Product: Cl.O1CCOC12CC(NCC2)CN2C(C1=CC=CC=C1C2=O)=O (2-(1,4-dioxa-8-aza-spiro[4.5]dec-7-ylmethyl)-isoindole-1,3-dione hydrochloride). The solvent is ClCCl (dichloromethane), C(C)OCC (diethyl ether). RXN SMILES: C(OC([N:8]1[CH2:17][CH2:16][C:11]2([O:15][CH2:14][CH2:13][O:12]2)[CH2:10][CH:9]1[CH2:18][N:19]1[C:27](=[O:28])[C:26]2[C:21](=[CH:22][CH:23]=[CH:24][CH:25]=2)[C:20]1=[O:29])=O)(C)(C)C.[ClH:30]>ClCCl.C(OCC)C>[ClH:30].[O:12]1[C:11]2([CH2:16][CH2:17][NH:8][CH:9]([CH2:18][N:19]3[C:20](=[O:29])[C:21]4[C:26](=[CH:25][CH:24]=[CH:23][CH:22]=4)[C:27]3=[O:28])[CH2:10]2)[O:15][CH2:14][CH2:13]1 |f:4.5|. Run at time 62 hour. Reported procedure: To the above 7-(1,3-dioxo-1,3-dihydro-isoindol-2-ylmethyl)-1,4-dioxa-8-aza-spiro[4.5]decane-8-carboxylic acid tert-butyl ester (1.1 g, 2.7 mmol) dissolved in dichloromethane (6 ml) was added 1.0 N hydrogen chloride in diethyl ether (50 ml) and the solution kept at ambient temperature for 62 h. The precipitate was filtered off and washed with diethyl ether and dried with nitrogen which afforded 0.83 g (90%) of 2-(1,4-dioxa-8-aza-spiro[4.5]dec-7-ylmethyl)-isoindole-1,3-dione hydrochloride as a sol... Reactants: C(C)(C)(C)OC(=O)N1C(CC2(OCCO2)CC1)CN1C(C2=CC=CC=C2C1=O)=O (7-(1,3-dioxo-1,3-dihydro-isoindol-2-ylmethyl)-1,4-dioxa-8-aza-spiro[4.5]decane-8-carboxylic acid tert-butyl ester), Cl (hydrogen chloride). Starting materials: [Al+3], CCCN(CC1CC1)c1ccc(C(F)(F)F)cc1C=NO, [H-], [H-], [H-], [H-], [Li+], [Na+], C1CCOC1, [OH-], O. Yields the product CCCN(CC1CC1)c1ccc(C(F)(F)F)cc1CN. RXN SMILES: [Al+3:2].[CH:7]1([CH2:10][N:11]([c:12]2[c:13]([CH:14]=[N:15][OH:16])[cH:17][c:18]([C:21]([F:22])([F:23])[F:24])[cH:19][cH:20]2)[CH2:25][CH2:26][CH3:27])[CH2:8][CH2:9]1.[H-:1].[H-:4].[H-:5].[H-:6].[Li+:3].[Na+:30].[O:31]1[CH2:32][CH2:33][CH2:34][CH2:35]1.[OH-:29].[OH2:28]>>[CH:7]1([CH2:10][N:11]([c:12]2[c:13]([CH2:14][NH2:15])[cH:17][c:18]([C:21]([F:22])([F:23])[F:24])[cH:19][cH:20]2)[CH2:25][CH2:26][CH3:27])[CH2:8][CH2:9]1. Starting materials: O[C@H]1[C@@H](O)[C@H](O)[C@@H](O)[C@@H](O1)CO (α-L-glucopyranose), CO (methanol), CO (methanol). Yields the product O(C1[C@@H](O)[C@H](O)[C@@H](O)[C@@H](O1)CO)C (methyl L-glucopyranoside). Reaction SMILES: [OH:1][C@@H:2]1[O:10][C@@H:9]([CH2:11][OH:12])[C@H:7]([OH:8])[C@@H:5]([OH:6])[C@@H:3]1[OH:4].[CH3:13]O>>[O:1]([CH3:13])[CH:2]1[O:10][C@@H:9]([CH2:11][OH:12])[C@H:7]([OH:8])[C@@H:5]([OH:6])[C@@H:3]1[OH:4]. Reported procedure: A mixture of α-L-glucopyranose (5.4 g.), methanol (30 ml.) and cation-exchange resin [(2 g., Dowex® 50W-X8 (H+), 50-100 mesh, previously prepared by treatment with methanol] was stirred magnetically at reflux temperature for 24 hours in a 50-ml. round-bottomed flask. The solution, which gave a negative test, was then cooled and filtered. The resin was washed several times with methanol and the filtrate and washings were evaporated at reduced pressure to a syrup (5.63 g., 96%) containing no L-glu...